describe an organic reaction: reactants, conditions, products, and yield From a dataset of the Open Reaction Database (ORD), a public repository of structured organic reaction records. Starting materials: CC1=C(C(C(=O)O)O)C=C(C=C1)C (2.5-dimethylmandelic acid), C1(=CC=C(C=C1)C)C (para-xylene), O=C(C(=O)OCC)C(=O)[O-] (ethyl oxomalonate), stannic chloride, C1(=CC=C(C=C1)C)C (para-xylene). Reaction conditions: time 3 hour. Product: CC1=C(C=C(C=C1)C)C(C(=O)OCC)(C(=O)OCC)O (diethyl (2,5-dimethylphenyl)-hydroxymalonate). RXN SMILES: [CH3:1][C:2]1[CH:12]=[CH:11][C:10]([CH3:13])=[CH:9][C:3]=1[CH:4]([OH:8])[C:5]([OH:7])=[O:6].O=C(C([O-])=O)[C:16]([O:18][CH2:19][CH3:20])=[O:17].[C:24]1(C)C=CC(C)=C[CH:25]=1>>[CH3:1][C:2]1[CH:12]=[CH:11][C:10]([CH3:13])=[CH:9][C:3]=1[C:4]([OH:8])([C:16]([O:18][CH2:19][CH3:20])=[O:17])[C:5]([O:7][CH2:24][CH3:25])=[O:6]. Reported procedure: The method used to prepare 2.5-dimethylmandelic acid was similar to that described by Riebsomer and Irvine (Org.Synth.,Coll.Vol.3, p.327). Thus, ethyl oxomalonate (25 parts) in para-xylene (38 parts) was stirred at 0°-5° C. under a nitrogen atmosphere as anhydrous stannic chloride (46 parts) was charged over 20 minutes. The mixture was kept mobile by addition of further para-xylene (43 parts) and allowed to warm to ambient temperature. After 3 hours stirring, the mixture was quenched on a mixtur...